Dataset: the Open Reaction Database (ORD), a public repository of structured organic reaction records. Task: describe an organic reaction: reactants, conditions, products, and yield Starting materials: [N+](=O)([O-])C1=CC=C(C=C1)C=1OC2=C(C(N1)=O)C=CC=C2 (2-(4-nitrophenyl)-4H-1,3-benzoxazin-4-one), S(=O)(=O)(O)O.C(N)(=N)NC(=O)N (guanyl urea sulfate), [Na] (sodium). Run in CO (methanol), CO (methanol). Yields the product N(C(=O)N)C1=NC(=NC(=N1)C1=CC=C(C=C1)[N+](=O)[O-])C1=C(C=CC=C1)O (4-ureido-2-(2-hydroxyphenyl)-6-(4-nitrophenyl)-s-triazine). Reaction SMILES: [Na].[N+:2]([C:5]1[CH:10]=[CH:9][C:8]([C:11]2[O:12][C:13]3[CH:21]=[CH:20][CH:19]=[CH:18][C:14]=3[C:15](=O)[N:16]=2)=[CH:7][CH:6]=1)([O-:4])=[O:3].S(O)(O)(=O)=O.[C:27]([NH:30][C:31]([NH2:33])=[O:32])(=[NH:29])[NH2:28]>CO>[NH:30]([C:27]1[N:29]=[C:11]([C:8]2[CH:9]=[CH:10][C:5]([N+:2]([O-:4])=[O:3])=[CH:6][CH:7]=2)[N:16]=[C:15]([C:14]2[CH:18]=[CH:19][CH:20]=[CH:21][C:13]=2[OH:12])[N:28]=1)[C:31]([NH2:33])=[O:32] |f:2.3,^1:0|. Reported procedure: A solution of 8.9 g (385 millimoles) of sodium in 400 ml of methanol is added dropwise, while stirring, to a suspension of 93.9 g (350 millimoles) of 2-(4-nitrophenyl)-4H-1,3-benzoxazin-4-one and 58.1 g (192.5 millimoles) of guanyl urea sulfate in 1 liter of methanol. Subsequently, the mixture is refluxed for 30 minutes. After cooling of the mixture, the precipitate formed is suction-filtered, washed with water and methanol and dried at 70°C in a vacuum drying oven. The yield is 61.9 g (50.2 % o... Reactants: ClC=1C=C(C=CC1OCC)C(COCC1=CC(=CC=C1)OC1=CC=CC=C1)(C)C (3-phenoxybenzyl 2-(3-chloro-4-ethoxyphenyl)-2-methylpropyl ether), [OH-].[K+] (potassium hydroxide), CN1C(N(CC1)C)=O (1,3-dimethyl-2-imidazolidinone), CN1C(N(CC1)C)=O (DMI), Cl (hydrochloric acid). Run in O (water). Reaction conditions: temperature 150 celsius, time 18 hour. The product is CC(COCC(C)C)C (2-methylpropyl ether). As a reaction SMILES: ClC1C=[C:4]([C:11](C)([CH3:28])[CH2:12][O:13][CH2:14][C:15]2[CH:20]=CC=C(OC3C=CC=CC=3)[CH:16]=2)C=CC=1OCC.[OH-].[K+].CN1CCN(C)C1=O.Cl>O>[CH3:4][CH:11]([CH3:28])[CH2:12][O:13][CH2:14][CH:15]([CH3:20])[CH3:16] |f:1.2|. Procedure: 100 g of 3-phenoxybenzyl 2-(3-chloro-4-ethoxyphenyl)-2-methylpropyl ether and 25 g of 97% potassium hydroxide were added to 300 ml of 1,3-dimethyl-2-imidazolidinone (hereinafter referred to as DMI) and the mixture was stirred at 150° C. for 18 h. After cooling to room temperature, the mixture was poured into water and made acidic with a concentrated aqueous hydrochloric acid solution. After extraction with benzene, the benzene solution was washed with water and dried. Benzene was distilled off u... Reactants: CO, COCCOc1cc(C(=O)OC)n(C)n1, [Na+], [OH-]. The product is COCCOc1cc(C(=O)O)n(C)n1. RXN SMILES: [CH3:18][OH:19].[CH3:1][O:2][CH2:3][CH2:4][O:5][c:6]1[n:7][n:8]([CH3:15])[c:9]([C:11](=[O:12])[O:13][CH3:14])[cH:10]1.[Na+:17].[OH-:16]>>[CH3:1][O:2][CH2:3][CH2:4][O:5][c:6]1[n:7][n:8]([CH3:15])[c:9]([C:11](=[O:12])[OH:13])[cH:10]1. Procedure: A solution of 0.81 g (3.0 mmole) of 1-ethyl-6,7,8-trifluoro-1,4-dihydro-4-oxo-3-quinolinecarboxylic acid, 0.74 g (4.0 mmole) of 2,5-diazabicyclo[2.2.2]octane dihydrochloride [P. A. Sturm et al., J. Med. Chem., 17, 481 (1974)], 1.65 ml (11 mmole) of 1,8-diazabicyclo[5.4.0]undec-7-ene, and 40 ml of acetonitrile was stirred at room temperature for 25 hours and heated under reflux for two hours. The reaction mixture was filtered and the solid was washed with methanol to give 0.68 g of the title comp... Reactants: C(C)N1C=C(C(C2=CC(=C(C(=C12)F)F)F)=O)C(=O)O (1-ethyl-6,7,8-trifluoro-1,4-dihydro-4-oxo-3-quinolinecarboxylic acid), Cl.Cl.C12NCC(NC1)CC2 (2,5-diazabicyclo[2.2.2]octane dihydrochloride), N12CCCCCC2=NCCC1 (1,8-diazabicyclo[5.4.0]undec-7-ene). RXN SMILES: [CH2:1]([N:3]1[C:12]2[C:7](=[CH:8][C:9]([F:15])=[C:10](F)[C:11]=2[F:13])[C:6](=[O:16])[C:5]([C:17]([OH:19])=[O:18])=[CH:4]1)[CH3:2].Cl.Cl.[CH:22]12[CH2:29][CH2:28][CH:25]([NH:26][CH2:27]1)[CH2:24][NH:23]2.N12CCCN=C1CCCCC2>C(#N)C>[CH:22]12[CH2:29][CH2:28][CH:25]([NH:26][CH2:27]1)[CH2:24][N:23]2[C:10]1[C:11]([F:13])=[C:12]2[C:7]([C:6](=[O:16])[C:5]([C:17]([OH:19])=[O:18])=[CH:4][N:3]2[CH2:1][CH3:2])=[CH:8][C:9]=1[F:15] |f:1.2.3|. Yield: 62.4%. Yields the product C12N(CC(NC1)CC2)C2=C(C=C1C(C(=CN(C1=C2F)CC)C(=O)O)=O)F (7-(2,5-Diazabicyclo[2.2.2]oct-2-yl)-1-ethyl-6,8-difluoro-1,4-dihydro-4-oxo-3-quinolinecarboxylic acid). The solvent is C(C)#N (acetonitrile). Reactants: OC(CC=C)C=1OC=CC1 (2-(1-hydroxy-3-butenyl)furan), O.CC(=O)C (water acetone), polyphosphoric acid. The solvent is toluene-ether. Conditions: temperature 55 celsius, time 96 hour. Yields the product OC1C=CC(C1CC=C)=O (4-hydroxy-5-allyl-2-cyclopentenone). Isolated yield 43.0%. RXN SMILES: O[CH:2]([C:6]1[O:7][CH:8]=[CH:9][CH:10]=1)[CH2:3][CH:4]=[CH2:5].O.CC(C)=[O:14]>>[OH:14][CH:6]1[CH:2]([CH2:3][CH:4]=[CH2:5])[C:8](=[O:7])[CH:9]=[CH:10]1 |f:1.2|. Procedure details: Into 350 ml of a water-acetone (1:6 by volume) mixture, was dissolved 10 g of 2-(1-hydroxy-3-butenyl)furan. To the solution heated at 55° C. under reflux, was added dropwise 6.6 g of polyphosphoric acid. After having been stirred at 55° C. for 96 hours, the reaction mixture was freed from the acetone by distillation and the residue was extracted twice with 300 ml of ether. The extract solution was washed with an aqueous sodium hydrogencarbonate solution, then with saturated aqueous sodium chlori... Reactants: FC1=C(C=C(C=C1)[C@H](CI)O[Si](CC)(CC)CC)NS(=O)(=O)C ((R)-N-(2-fluoro-5-(2-iodo-1-(triethylsilyloxy)ethyl)phenyl)methanesulfonamide), C(C1=CC=CC=C1)NCCO (2-(benzylamino)ethanol). Run at temperature 100 celsius, time 8 hour. Product: C(C1=CC=CC=C1)N(C[C@H](O[Si](CC)(CC)CC)C=1C=CC(=C(C1)NS(=O)(=O)C)F)CCO ((R)-N-(5-(2-(benzyl-(2-hydroxyethyl)amino)-1-(triethylsilyloxy)ethyl) -2-fluorophenyl)methanesulfonamide). Isolated yield 91.0%. RXN SMILES: [F:1][C:2]1[CH:7]=[CH:6][C:5]([C@@H:8]([O:11][Si:12]([CH2:17][CH3:18])([CH2:15][CH3:16])[CH2:13][CH3:14])[CH2:9]I)=[CH:4][C:3]=1[NH:19][S:20]([CH3:23])(=[O:22])=[O:21].[CH2:24]([NH:31][CH2:32][CH2:33][OH:34])[C:25]1[CH:30]=[CH:29][CH:28]=[CH:27][CH:26]=1>>[CH2:24]([N:31]([CH2:32][CH2:33][OH:34])[CH2:9][C@@H:8]([C:5]1[CH:6]=[CH:7][C:2]([F:1])=[C:3]([NH:19][S:20]([CH3:23])(=[O:22])=[O:21])[CH:4]=1)[O:11][Si:12]([CH2:17][CH3:18])([CH2:15][CH3:16])[CH2:13][CH3:14])[C:25]1[CH:30]=[CH:29][CH:28]=[CH:27][CH:26]=1. Reported procedure: (R)-N-(2-fluoro-5-(2-iodo-1-(triethylsilyloxy)ethyl)phenyl)methanesulfonamide (500 mg) and 2-(benzylamino)ethanol (1.6 g) were mixed, and the mixture was stirred overnight at 100° C. The reaction solution was cooled to room temperature, and then was purified by column chromatography (“COLUMN-H”; n-hexane:ethyl acetate=2:1). Thus, (R)-N-(5-(2-(benzyl-(2-hydroxyethyl)amino)-1-(triethylsilyloxy)ethyl) -2-fluorophenyl)methanesulfonamide (477.5 mg) was obtained. Subsequently,4-N,N-dimethylaminopyridi...